Dataset: the Open Reaction Database (ORD), a public repository of structured organic reaction records. Task: describe an organic reaction: reactants, conditions, products, and yield Reactants: CCCCCC (hexane), C[Si](C)(C)C=[N+]=[N-] (trimethylsilyldiazomethane), FC=1C(=NC=CC1)C(=O)O (3-fluoropyridine-2-carboxylic acid). Solvent: C(C)O.CN(C)C=O (ethanol DMF). Reaction conditions: time 30 minute. Product: FC=1C(=NC=CC1)C(=O)OC (Methyl 3-fluoropyridin-2-carboxylate). As a reaction SMILES: [CH3:1]CCCCC.C[Si](C=[N+]=[N-])(C)C.[F:14][C:15]1[C:16]([C:21]([OH:23])=[O:22])=[N:17][CH:18]=[CH:19][CH:20]=1>C(O)C.CN(C=O)C>[F:14][C:15]1[C:16]([C:21]([O:23][CH3:1])=[O:22])=[N:17][CH:18]=[CH:19][CH:20]=1 |f:3.4|. Procedure: A hexane solution (3 mL) of 2 M trimethylsilyldiazomethane was added to a benzene/methanol mixed solvent (1/1, 12 mL) of 3-fluoropyridine-2-carboxylic acid (250 mg), and stirred at room temperature for 30 minutes. The solvent was evaporated off under reduced pressure from the reaction solution, and the resulting residue was purified through silica gel column chromatography (chloroform/methanol=40/1) to obtain the entitled compound (238 mg). Reactants: Cl (hydrogen chloride), material, N1(CCNCC1)C=1C(=NC=CC1)N1CCC(CC1)CO ((3′-piperazin-1-yl-3,4,5,6-tetrahydro-2H-[1,2′]bipyridinyl-4-yl)-methanol), C(C)N1N=CC(=C1)C=O (1-ethyl-1H-pyrazole-4-carbaldehyde), C(C)(=O)O[BH-](OC(C)=O)OC(C)=O.[Na+] (sodium triacetoxyborohydride), [OH-].[Na+] (sodium hydroxide). Run in C(C)#N (acetonitrile), ClCCCl (1,2-dichloroethane), C(Cl)Cl (DCM). Reaction conditions: time 20 hour. The product is Cl.C(C)N1N=CC(=C1)CN1CCN(CC1)C=1C(=NC=CC1)N1CCC(CC1)CO ({3′-[4-(1-Ethyl-1H-pyrazol-4-ylmethyl)-piperazin-1-yl]-3,4,5,6-tetrahydro-2H-[1,2′]bipyridinyl-4-yl}-methanol hydrochloride). The yield is 97.3%. As a reaction SMILES: [N:1]1([C:7]2[C:8]([N:13]3[CH2:18][CH2:17][CH:16]([CH2:19][OH:20])[CH2:15][CH2:14]3)=[N:9][CH:10]=[CH:11][CH:12]=2)[CH2:6][CH2:5][NH:4][CH2:3][CH2:2]1.[CH2:21]([N:23]1[CH:27]=[C:26]([CH:28]=O)[CH:25]=[N:24]1)[CH3:22].C(O[BH-](OC(=O)C)OC(=O)C)(=O)C.[Na+].[OH-].[Na+].[ClH:46]>ClCCCl.C(#N)C.C(Cl)Cl>[ClH:46].[CH2:21]([N:23]1[CH:27]=[C:26]([CH2:28][N:4]2[CH2:3][CH2:2][N:1]([C:7]3[C:8]([N:13]4[CH2:14][CH2:15][CH:16]([CH2:19][OH:20])[CH2:17][CH2:18]4)=[N:9][CH:10]=[CH:11][CH:12]=3)[CH2:6][CH2:5]2)[CH:25]=[N:24]1)[CH3:22] |f:2.3,4.5,10.11|. Reported procedure: To a solution of (3′-piperazin-1-yl-3,4,5,6-tetrahydro-2H-[1,2′]bipyridinyl-4-yl)-methanol (0.145 g, 0.524 mmol, 1 eq) and 1-ethyl-1H-pyrazole-4-carbaldehyde (97.69 mg, 0.787 mmol, 1.5 eq) in 1,2-dichloroethane (10 mL) add sodium triacetoxyborohydride (166.79 mg, 0.787 mmol, 1.5 eq) in one portion as a solid. Stir the mixture at room temperature under nitrogen for 20 hr. Add 2 M aqueous sodium hydroxide solution (20 ml) and DCM (20 ml). Separate using a phase separator and extract the aqueous la...